From a dataset of the Open Reaction Database (ORD), a public repository of structured organic reaction records. describe an organic reaction: reactants, conditions, products, and yield Starting materials: CCCn1ccc(N)n1, ClCCl, CCN(C(C)C)C(C)C, CS(=O)(=O)c1ccc(C(=NOC2CCCC2)C(=O)O)cc1Cl. Yields the product CCCn1ccc(NC(=O)C(=NOC2CCCC2)c2ccc(S(C)(=O)=O)c(Cl)c2)n1. As a reaction SMILES: [CH2:23]([CH2:24][CH3:25])[n:26]1[n:27][c:28]([NH2:31])[cH:29][cH:30]1.[CH2:41]([Cl:42])[Cl:43].[CH:32]([N:33]([CH2:34][CH3:35])[CH:36]([CH3:37])[CH3:38])([CH3:39])[CH3:40].[Cl:1][c:2]1[cH:3][c:4]([C:12]([C:13](=[O:14])[OH:15])=[N:16][O:17][CH:18]2[CH2:19][CH2:20][CH2:21][CH2:22]2)[cH:5][cH:6][c:7]1[S:8](=[O:9])(=[O:10])[CH3:11]>>[Cl:1][c:2]1[cH:3][c:4]([C:12]([C:13](=[O:15])[NH:31][c:28]2[n:27][n:26]([CH2:23][CH2:24][CH3:25])[cH:30][cH:29]2)=[N:16][O:17][CH:18]2[CH2:19][CH2:20][CH2:21][CH2:22]2)[cH:5][cH:6][c:7]1[S:8](=[O:9])(=[O:10])[CH3:11]. The reagents and catalysts are C1=CC=C(C=C1)P([C-]2C=CC=C2)C3=CC=CC=C3.C1=CC=C(C=C1)P([C-]2C=CC=C2)C3=CC=CC=C3.Cl[Pd]Cl.[Fe+2] (PdCl2(dppf)). Run at temperature 100 celsius, time 6.5 hour. Yields the product C(C)(C)(C)OC(C(=O)OCC)C1=C(SC(=C1C1=CCCCC1)C)C (ethyl 2-(tert-butoxy)-2-[4-(cyclohex-1-en-1-yl)-2,5-dimethylthiophen-3-yl]acetate). Isolated yield 78.9%. The reactants are C(C)(C)(C)OC(C(=O)OCC)C1=C(SC(=C1B1OC(C(O1)(C)C)(C)C)C)C (ethyl 2-(tert-butoxy)-2-[2,5-dimethyl-4-(tetramethyl-1,3,2-dioxaborolan-2-yl)thiophen-3-yl]acetate), FC(S(=O)(=O)OC1=CCCCC1)(F)F (cyclohex-1-en-1-yl trifluoromethanesulfonate), C([O-])([O-])=O.[Cs+].[Cs+] (cesium carbonate). As a reaction SMILES: [C:1]([O:5][CH:6]([C:12]1[C:16](B2OC(C)(C)C(C)(C)O2)=[C:15]([CH3:26])[S:14][C:13]=1[CH3:27])[C:7]([O:9][CH2:10][CH3:11])=[O:8])([CH3:4])([CH3:3])[CH3:2].FC(F)(F)S(O[C:34]1[CH2:39][CH2:38][CH2:37][CH2:36][CH:35]=1)(=O)=O.C(=O)([O-])[O-].[Cs+].[Cs+]>CN(C)C=O.C1C=CC(P(C2C=CC=CC=2)[C-]2C=CC=C2)=CC=1.C1C=CC(P(C2C=CC=CC=2)[C-]2C=CC=C2)=CC=1.Cl[Pd]Cl.[Fe+2]>[C:1]([O:5][CH:6]([C:12]1[C:16]([C:34]2[CH2:39][CH2:38][CH2:37][CH2:36][CH:35]=2)=[C:15]([CH3:26])[S:14][C:13]=1[CH3:27])[C:7]([O:9][CH2:10][CH3:11])=[O:8])([CH3:2])([CH3:3])[CH3:4] |f:2.3.4,6.7.8.9|. Procedure: Under argon atmosphere, ethyl 2-(tert-butoxy)-2-[2,5-dimethyl-4-(tetramethyl-1,3,2-dioxaborolan-2-yl)thiophen-3-yl]acetate (28f) (50 mg, 0.114 mmol), cyclohex-1-en-1-yl trifluoromethanesulfonate (29a) (27.7 mg, 0.120 mmol) and cesium carbonate (112.2 mg, 0.344 mmol) was dissolved in dry N,N-dimethylformamide (570 μL). The solution was degassed under argon and PdCl2(dppf) (5.6 mg, 0.007 mmol) was added. The reaction was heated and shaken at 100° C., for 6.5 hours. The mixture was filtered through... The solvent is CN(C=O)C (N,N-dimethylformamide). The reactants are CN(C)C=O, Nc1ccncc1, CCOC(=O)c1c(O)c2sccc2[nH]c1=O, Cc1ccccc1C. The product is O=C(Nc1ccncc1)c1c(O)c2sccc2[nH]c1=O. Reaction SMILES: [CH3:32][N:33]([CH3:34])[CH:35]=[O:36].[NH2:17][c:18]1[cH:19][cH:20][n:21][cH:22][cH:23]1.[OH:1][c:2]1[c:3]2[c:4]([nH:5][c:6](=[O:13])[c:7]1[C:8]([O:10][CH2:9][CH3:11])=[O:12])[cH:14][cH:15][s:16]2.[c:24]1([CH3:25])[c:26]([CH3:27])[cH:28][cH:29][cH:30][cH:31]1>>[OH:1][c:2]1[c:3]2[c:4]([nH:5][c:6](=[O:13])[c:7]1[C:8](=[O:10])[NH:17][c:18]1[cH:19][cH:20][n:21][cH:22][cH:23]1)[cH:14][cH:15][s:16]2. Starting materials: CO, COc1cc(CO)ccc1[N+](=O)[O-], [H][H]. Yields the product COc1cc(CO)ccc1N. As a reaction SMILES: [CH3:16][OH:17].[CH3:1][O:2][c:3]1[cH:4][c:5]([CH2:6][OH:7])[cH:8][cH:9][c:10]1[N+:11]([O-:12])=[O:13].[H:14][H:15]>>[CH3:1][O:2][c:3]1[cH:4][c:5]([CH2:6][OH:7])[cH:8][cH:9][c:10]1[NH2:11]. Reactants: O1CC(CC1)CN1C(NCCC1)=N[N+](=O)[O-] (1-[(tetrahydro-3-furanyl) methyl]-2-(nitroimino)hexahydropyrimidine), [H-].[Na+] (sodium hydride), C(C(C)C)(=O)Cl (isobutanoyl chloride). The solvent is C(C)#N (acetonitrile). Run at temperature 50 celsius, time 30 minute. Yields the product C(C)(C)C(=O)N1C(N(CCC1)CC1COCC1)=N[N+](=O)[O-] (1-(isopropylcarbonyl)-2-(nitroimino)-3-[(tetrahydro-3-furanyl)methyl]hexahydropyrimidine). Isolated yield 45.2%. Reaction SMILES: [O:1]1[CH2:5][CH2:4][CH:3]([CH2:6][N:7]2[CH2:12][CH2:11][CH2:10][NH:9][C:8]2=[N:13][N+:14]([O-:16])=[O:15])[CH2:2]1.[H-].[Na+].[C:19](Cl)(=[O:23])[CH:20]([CH3:22])[CH3:21]>C(#N)C>[CH:20]([C:19]([N:9]1[CH2:10][CH2:11][CH2:12][N:7]([CH2:6][CH:3]2[CH2:4][CH2:5][O:1][CH2:2]2)[C:8]1=[N:13][N+:14]([O-:16])=[O:15])=[O:23])([CH3:22])[CH3:21] |f:1.2|. Reported procedure: A mixture of 2.2 g of 1-[(tetrahydro-3-furanyl) methyl]-2-(nitroimino)hexahydropyrimidine, 0.58 g of sodium hydride (60%) and 100 ml of acetonitrile was stirred at 50° C. for 30 minutes. After this mixture was cooled on ice, 1.58 g of isobutanoyl chloride was added dropwise thereto over 30 minutes, and the mixture was then stirred at room temperature for 2 hours. After the completion of reaction, insolubles were removed by filtration, and concentration was then carried out under a reduced pressu... Starting materials: CC(=O)c1cccnc1, C[O-], CO, COC(=O)C(=O)OC, [Na+]. The product is COC(=O)C(=O)CC(=O)c1cccnc1. Reaction SMILES: [C:12]([CH3:13])(=[O:14])[c:15]1[cH:16][n:17][cH:18][cH:19][cH:20]1.[CH3:1][O-:2].[CH3:21][OH:22].[CH3:4][O:5][C:6]([C:7](=[O:8])[O:9][CH3:10])=[O:11].[Na+:3]>>[C:6]([C:7](=[O:8])[O:9][CH3:10])(=[O:11])[CH2:13][C:12](=[O:14])[c:15]1[cH:16][n:17][cH:18][cH:19][cH:20]1. Starting materials: O=C([O-])O, CCOC(C)=O, CCOC(=O)c1c([N+](=O)[O-])c2c([n+]([O-])c1C)CCCCC2, [Na+], O, BrP(Br)Br. Product: CCOC(=O)c1c(C)nc2c(c1[N+](=O)[O-])CCCCC2. As a reaction SMILES: [C:27](=[O:28])([OH:29])[O-:30].[CH3:32][CH2:33][O:34][C:35](=[O:36])[CH3:37].[CH3:5][c:6]1[c:7]([C:21](=[O:22])[O:23][CH2:24][CH3:25])[c:8]([N+:18](=[O:19])[O-:20])[c:9]2[c:10]([n+:11]1[O-:12])[CH2:13][CH2:14][CH2:15][CH2:16][CH2:17]2.[Na+:31].[OH2:26].[P:1]([Br:2])([Br:3])[Br:4]>>[CH3:5][c:6]1[c:7]([C:21](=[O:22])[O:23][CH2:24][CH3:25])[c:8]([N+:18](=[O:19])[O-:20])[c:9]2[c:10]([n:11]1)[CH2:13][CH2:14][CH2:15][CH2:16][CH2:17]2. Reactants: CCO, O=C(NCC1CO1)c1ccc(Cl)s1, Nc1ccc(N2CCOCC2=O)c(F)c1, O. Yields the product O=C(NCC(O)CNc1ccc(N2CCOCC2=O)c(F)c1)c1ccc(Cl)s1. As a reaction SMILES: [CH3:30][CH2:31][OH:32].[Cl:16][c:17]1[cH:18][cH:19][c:20]([C:22](=[O:23])[NH:24][CH2:25][CH:26]2[O:27][CH2:28]2)[s:21]1.[NH2:1][c:2]1[cH:3][c:4]([F:15])[c:5]([N:8]2[C:9](=[O:14])[CH2:10][O:11][CH2:12][CH2:13]2)[cH:6][cH:7]1.[OH2:29]>>[NH:1]([c:2]1[cH:3][c:4]([F:15])[c:5]([N:8]2[C:9](=[O:14])[CH2:10][O:11][CH2:12][CH2:13]2)[cH:6][cH:7]1)[CH2:28][CH:26]([CH2:25][NH:24][C:22]([c:20]1[cH:19][cH:18][c:17]([Cl:16])[s:21]1)=[O:23])[OH:27]. Reactants: CCO, CCOC(=O)CCCS(C)(=O)=O, [Na+], [OH-]. The product is CS(=O)(=O)CCCC(=O)O. As a reaction SMILES: [CH3:15][CH2:16][OH:17].[CH3:1][S:2](=[O:3])(=[O:4])[CH2:5][CH2:6][CH2:7][C:8](=[O:9])[O:10][CH2:11][CH3:12].[Na+:14].[OH-:13]>>[CH3:1][S:2](=[O:3])(=[O:4])[CH2:5][CH2:6][CH2:7][C:8](=[O:9])[OH:10].